Dataset: the Open Reaction Database (ORD), a public repository of structured organic reaction records. Task: describe an organic reaction: reactants, conditions, products, and yield Starting materials: C1(CC1)COCC(CC(=O)OCC)=O (ethyl 4-(cyclopropylmethoxy)-3-oxobutanoate), [Na] (Sodium), Cl (Hydrochloric acid), NC(=S)N (thiourea). Solvent: CCO (EtOH), CCO (EtOH). Product: C1(CC1)COCC1=CC(NC(N1)=S)=O (6-[(Cyclopropylmethoxy)methyl]-2-sulfanylidene-1,2,3,4-tetrahydropyrimidin-4-one). Reaction SMILES: [Na].[CH:2]1([CH2:5][O:6][CH2:7][C:8](=O)[CH2:9][C:10]([O:12]CC)=O)[CH2:4][CH2:3]1.[NH2:16][C:17]([NH2:19])=[S:18].Cl>CCO>[CH:2]1([CH2:5][O:6][CH2:7][C:8]2[NH:19][C:17](=[S:18])[NH:16][C:10](=[O:12])[CH:9]=2)[CH2:4][CH2:3]1 |^1:0|. Procedure: Sodium (4.0 g, 172 mmol) was added to EtOH (80 mL) and stirred until all dissolved at 60° C. The solution was cooled down to rt and a solution of ethyl 4-(cyclopropylmethoxy)-3-oxobutanoate (15.7 g, 78.4 mmol) in EtOH (80 mL) was added, followed by thiourea (7.2 g, 94 mmol). The mixture was stirred under reflux conditions for 24 h. Hydrochloric acid (aq, 1 M) was added until pH˜4 and the mixture was concentrated in vacuo. The residue was purified by column chromatography on silica eluting with a...